From a dataset of the Open Reaction Database (ORD), a public repository of structured organic reaction records. describe an organic reaction: reactants, conditions, products, and yield Starting materials: C(C)OC(=O)C=1NC2=CC(=CC=C2C1)Cl (6-chloro-1H-indole-2-carboxylic acid ethyl ester), BrCC1=CC=CC2=CC=CC=C12 (1-bromomethyl-naphthalene). Product: ClC1=CC=C2C=C(N(C2=C1)CC1=CC=CC2=CC=CC=C12)C(=O)O (6-Chloro-1-naphthalen-1-ylmethyl-1H-indole-2-carboxylic acid). As a reaction SMILES: C([O:3][C:4]([C:6]1[NH:7][C:8]2[C:13]([CH:14]=1)=[CH:12][CH:11]=[C:10]([Cl:15])[CH:9]=2)=[O:5])C.Br[CH2:17][C:18]1[C:27]2[C:22](=[CH:23][CH:24]=[CH:25][CH:26]=2)[CH:21]=[CH:20][CH:19]=1>>[Cl:15][C:10]1[CH:9]=[C:8]2[C:13]([CH:14]=[C:6]([C:4]([OH:3])=[O:5])[N:7]2[CH2:17][C:18]2[C:27]3[C:22](=[CH:23][CH:24]=[CH:25][CH:26]=3)[CH:21]=[CH:20][CH:19]=2)=[CH:12][CH:11]=1. Procedure details: Using general procedure B, 6-chloro-1H-indole-2-carboxylic acid ethyl ester was coupled with 1-bromomethyl-naphthalene and the product obtained was hydrolyzed to give the title compound as a pale yellow solid. MS: 334.0 ([M−H]−). Reactants: CI (methyl iodide), C(C)OC(=O)C1(C(CC(N1)=O)C1=CC=CC=C1)C(=O)OCC ((±) 5,5-diethoxycarbonyl-4-phenylpyrrolidin-2-one), [H-].[Na+] (sodium hydride), buffer solution. Solvent: CN(C=O)C (dimethylformamide), CN(C=O)C (dimethylformamide), CN(C=O)C (dimethylformamide). Product: C(C)OC(=O)C1(C(CC(N1C)=O)C1=CC=CC=C1)C(=O)OCC ((±) 5,5-Diethoxycarbonyl-1-methyl-4-phenyl-pyrrolidin-2-one). Isolated yield 99.6%. RXN SMILES: [CH2:1]([O:3][C:4]([C:6]1([C:18]([O:20][CH2:21][CH3:22])=[O:19])[NH:10][C:9](=[O:11])[CH2:8][CH:7]1[C:12]1[CH:17]=[CH:16][CH:15]=[CH:14][CH:13]=1)=[O:5])[CH3:2].[H-].[Na+].[CH3:25]I>CN(C)C=O>[CH2:1]([O:3][C:4]([C:6]1([C:18]([O:20][CH2:21][CH3:22])=[O:19])[N:10]([CH3:25])[C:9](=[O:11])[CH2:8][CH:7]1[C:12]1[CH:17]=[CH:16][CH:15]=[CH:14][CH:13]=1)=[O:5])[CH3:2] |f:1.2|. Procedure: A solution of 100 g (0.33 mole) of (±) 5,5-diethoxycarbonyl-4-phenylpyrrolidin-2-one in 500 ml of absolute dimethylformamide was added dropwise to a suspension of 9.64 g (0.36 mole) of sodium hydride in 200 ml of absolute dimethylformamide at room temperature under an N2 atmosphere. The mixture was subsequently stirred at room temperature until the evolution of gas had ended, a solution of 93.7 g (0.66 mole) of methyl iodide in 50 ml of absolute dimethylformamide was then added and the mixture w... Starting materials: C1OC=2C=C(C=CC2O1)C(CN1C(C=2C(C1=O)=CC=CC2)=O)CCCC (N-(2-(3,4-methylenedioxyphenyl)hexyl)-phthalimide), NN (hydrazine). Solvent: CO (methanol). The product is C1OC=2C=C(C=CC2O1)C(CN)CCCC ((+)-2-(3,4-methylenedioxyphenyl)-hexylamine). The yield is 75.3%. RXN SMILES: [CH2:1]1[O:9][C:8]2[CH:7]=[CH:6][C:5]([CH:10]([CH2:23][CH2:24][CH2:25][CH3:26])[CH2:11][N:12]3C(=O)C4=CC=CC=C4C3=O)=[CH:4][C:3]=2[O:2]1.NN>CO>[CH2:1]1[O:9][C:8]2[CH:7]=[CH:6][C:5]([CH:10]([CH2:23][CH2:24][CH2:25][CH3:26])[CH2:11][NH2:12])=[CH:4][C:3]=2[O:2]1. Procedure: To 10.7 g (30 mmol) of N-(2-(3,4-methylenedioxyphenyl)hexyl)-phthalimide, were added 240 ml of methanol and 3.75 ml (60 mmol) of hydrazine (mono hydrate) and the mixture was refluxed for two hours. After cooled to room temperature, the solvent was evaporated off from the reaction mixture and residue was added with 15% aqueous sodium hydroxide and extracted with ether. The organic layer was washed with saturated aqueous solution of sodium chloride and dried over anhydrous magnesium sulfate. By ev...